Dataset: the Open Reaction Database (ORD), a public repository of structured organic reaction records. Task: describe an organic reaction: reactants, conditions, products, and yield Starting materials: [OH-].[NH4+] (ammonium hydroxide), C1(=CC=CC=C1)C(CC(C)=O)=O (1-phenyl-1,3-butanedione), ether silica gel. Run in CO (methanol). Yields the product CC(=CC(=O)C1=CC=CC=C1)N (1-methyl-3-phenyl-3-oxo-1-propenamine). As a reaction SMILES: [OH-].[NH4+:2].[C:3]1([C:9](=[O:14])[CH2:10][C:11](=O)[CH3:12])[CH:8]=[CH:7][CH:6]=[CH:5][CH:4]=1>CO>[CH3:12][C:11]([NH2:2])=[CH:10][C:9]([C:3]1[CH:8]=[CH:7][CH:6]=[CH:5][CH:4]=1)=[O:14] |f:0.1|. Reported procedure: A mixture containing 200 ml of methanol, 50 ml of concentrated aqueous ammonium hydroxide and 50 g of 1-phenyl-1,3-butanedione (same as benzoylacetone) was stirred at ambient temperature for 22 hours after which time a tlc analysis (ether/silica gel) indicated very little remaining starting material. Some white solid 1-methyl-3-phenyl-3-oxo-1-propenamine had crystallized from the pale yellow solution. The mixture was concentrated on a rotary evaporator to dryness to yield 1-methyl-3-phenyl-3-oxo... Starting materials: CO\N=C(/C(=O)NC1[C@@H]2N(C(=C(CS2)CI)C(=O)OC(C2=CC=CC=C2)C2=CC=CC=C2)C1=O)\C=1N=C(SC1)NC(C1=CC=CC=C1)(C1=CC=CC=C1)C1=CC=CC=C1 (diphenylmethyl 7-[(Z)-2-methoxyimino-2-(2-tritylaminothiazol-4-yl)acetamido]-3-iodomethyl-3-cephem-4-carboxylate), C(=O)(O)C=1SC2=C(C=NC=C2)N1 (2-carboxythiazolo[4,5-c]pyridine), C(=O)(C(F)(F)F)O (TFA), C1(=CC=CC=C1)OC (anisole). The solvent is CS(=O)C (DMSO), ethyl acetate-ether. The product is NC=1SC=C(N1)/C(/C(=O)NC1[C@@H]2N(C(=C(CS2)C[N+]2=CC3=C(C=C2)SC(=N3)C(=O)O)C(=O)[O-])C1=O)=N/OC (7-[(Z)-2-(2-Aminothiazol-4-yl)-2-methoxyiminoacetamido]-3-(2-carboxy-5-thiazolo[4,5-c]pyridinio)methyl-3-cephem-4-carboxylate). RXN SMILES: [CH3:1][O:2]/[N:3]=[C:4](/[C:35]1[N:36]=[C:37]([NH:40]C(C2C=CC=CC=2)(C2C=CC=CC=2)C2C=CC=CC=2)[S:38][CH:39]=1)\[C:5]([NH:7][CH:8]1[C:33](=[O:34])[N:10]2[C:11]([C:17]([O:19]C(C3C=CC=CC=3)C3C=CC=CC=3)=[O:18])=[C:12]([CH2:15]I)[CH2:13][S:14][C@H:9]12)=[O:6].[C:60]([C:63]1[S:64][C:65]2[CH:70]=[CH:69][N:68]=[CH:67][C:66]=2[N:71]=1)([OH:62])=[O:61].C(O)(C(F)(F)F)=O.C1(OC)C=CC=CC=1>CS(C)=O>[NH2:40][C:37]1[S:38][CH:39]=[C:35](/[C:4](=[N:3]/[O:2][CH3:1])/[C:5]([NH:7][CH:8]2[C:33](=[O:34])[N:10]3[C:11]([C:17]([O-:19])=[O:18])=[C:12]([CH2:15][N+:68]4[CH:69]=[CH:70][C:65]5[S:64][C:63]([C:60]([OH:62])=[O:61])=[N:71][C:66]=5[CH:67]=4)[CH2:13][S:14][C@H:9]23)=[O:6])[N:36]=1. Procedure: A mixture of diphenylmethyl 7-[(Z)-2-methoxyimino-2-(2-tritylaminothiazol-4-yl)acetamido]-3-iodomethyl-3-cephem-4-carboxylate [VIIa] (466 mg, 0.5 mmole) and 2-carboxythiazolo[4,5-c]pyridine [prepared according to the procedure of Zhur. Obshchei Khim., 26, 613 (1956); C.A., 50, 13906 (1956)] (90 mg, 0.5 mmole) in 2 ml of DMSO was stirred at room temperature for 1.5 hours and diluted with ethyl acetate-ether to give 375 mg of crude quaternary salt, which was treated with 5 ml of TFA and 0.1 ml of ... Starting materials: C(CC)S(=O)(=O)Cl (Propane-1-sulfonyl chloride), CNC1=CC2=C(N(C(=N2)C(F)(F)F)CC2CCOCC2)C=C1 (N-methyl-1-(tetrahydro-2H-pyran-4-ylmethyl)-2-(trifluoromethyl)-1H-benzimidazol-5-amine), CCN(C(C)C)C(C)C (DIPEA). Reagents/catalysts: CN(C)C=1C=CN=CC1 (DMAP). The solvent is C(Cl)Cl (DCM), C(Cl)Cl (DCM). Reaction conditions: time 8 hour. The product is CN(S(=O)(=O)CCC)C1=CC2=C(N(C(=N2)C(F)(F)F)CC2CCOCC2)C=C1 (N-Methyl-N-[1-(tetrahydro-2H-pyran-4-ylmethyl)-2-(trifluoromethyl)-1H-benzimidazol-5-yl]propane-1-sulfonamide). Yield: 47.7%. As a reaction SMILES: [CH2:1]([S:4](Cl)(=[O:6])=[O:5])[CH2:2][CH3:3].[CH3:8][NH:9][C:10]1[CH:29]=[CH:28][C:13]2[N:14]([CH2:21][CH:22]3[CH2:27][CH2:26][O:25][CH2:24][CH2:23]3)[C:15]([C:17]([F:20])([F:19])[F:18])=[N:16][C:12]=2[CH:11]=1.CCN(C(C)C)C(C)C>CN(C1C=CN=CC=1)C.C(Cl)Cl>[CH3:8][N:9]([C:10]1[CH:29]=[CH:28][C:13]2[N:14]([CH2:21][CH:22]3[CH2:27][CH2:26][O:25][CH2:24][CH2:23]3)[C:15]([C:17]([F:18])([F:19])[F:20])=[N:16][C:12]=2[CH:11]=1)[S:4]([CH2:1][CH2:2][CH3:3])(=[O:6])=[O:5]. Procedure: Propane-1-sulfonyl chloride (27 uL, 34 mg, 0.24 mmol) was added to a solution of N-methyl-1-(tetrahydro-2H-pyran-4-ylmethyl)-2-(trifluoromethyl)-1H-benzimidazol-5-amine (63 mg, 0.20 mmol) (see following steps B, C, D, E, F and G for preparation), DIPEA (49 uL, 36 mg, 0.28 mmol) and DMAP (5 mg, 0.04 mmol) in DCM (6 mL) at 0° C. The reaction mixture was stirred overnight at room temperature, diluted with DCM (50 mL), washed with saturated NaHCO3 (2×10 mL) and dried over Na2SO4. The crude product w... The reactants are ClCC1(N=C(OC1)C(C)C)O (4-chloromethyl-4-hydroxy-2-isopropyloxazoline), O=S(Cl)Cl (SOCl2). Run in ClCCCl (1,2-dichloroethane), ClCCCl (1,2-dichloroethane). Reaction conditions: temperature 70 celsius, time 15 minute. The product is ClCC=1N=C(OC1)C(C)C (Chloromethyl-2-isopropyloxazole). Yield: 95.6%. RXN SMILES: [Cl:1][CH2:2][C:3]1(O)[CH2:7][O:6][C:5]([CH:8]([CH3:10])[CH3:9])=[N:4]1.O=S(Cl)Cl>ClCCCl>[Cl:1][CH2:2][C:3]1[N:4]=[C:5]([CH:8]([CH3:10])[CH3:9])[O:6][CH:7]=1. Procedure: A solution of 4-chloromethyl-4-hydroxy-2-isopropyloxazoline (4.88 g, 0.0275 mol) in 1,2-dichloroethane (20 mL) was added to a solution of SOCl2 (2.40 mL, 0.0329 mol) in 1,2-dichloroethane (80 mL) at 0° C. under argon, and the solution was heated to 70° C. After 15 min at 70° C., the reaction was cooled to room temperature and the solvent removed by rotary evaporation in vacuo. Drying the residue on high vacuum gave the desired compound as a brown semi-solid (4.20 g, 0.0263 mol, 96%): 1H NMR (CDC... RXN SMILES: [F:1][C:2]([F:13])([F:12])[C:3]1[CH:8]=[CH:7][C:6](B(O)O)=[CH:5][CH:4]=1.Br[C:15]1[CH:16]=[CH:17][C:18]2[O:22][C:21]([N:23]3[CH:29]4[CH2:30][CH2:31][N:26]([CH2:27][CH2:28]4)[CH2:25][CH2:24]3)=[N:20][C:19]=2[CH:32]=1>>[F:1][C:2]([F:13])([F:12])[C:3]1[CH:8]=[CH:7][C:6]([C:15]2[CH:16]=[CH:17][C:18]3[O:22][C:21]([N:23]4[CH:29]5[CH2:28][CH2:27][N:26]([CH2:31][CH2:30]5)[CH2:25][CH2:24]4)=[N:20][C:19]=3[CH:32]=2)=[CH:5][CH:4]=1. Reported procedure: The title compound was prepared according to the procedure in Example 44 using 4-trifluoromethyl-phenylboronic acid and 4-(5-bromo-benzooxazol-2-yl)-1,4-diaza-bicyclo[3.2.2]nonane in 54% yield: MS (Cl) m/z 388.4 (M+1). Product: FC(C1=CC=C(C=C1)C=1C=CC2=C(N=C(O2)N2CCN3CCC2CC3)C1)(F)F (4-[5-(4-TRIFLUOROMETHYL-PHENYL)-BENZOOXAZOL-2-YL]-1,4-DIAZA-BICYCLO[3.2.2]NONANE). The yield is 54.0%. Reactants: FC(C1=CC=C(C=C1)B(O)O)(F)F (4-trifluoromethyl-phenylboronic acid), BrC=1C=CC2=C(N=C(O2)N2CCN3CCC2CC3)C1 (4-(5-bromo-benzooxazol-2-yl)-1,4-diaza-bicyclo[3.2.2]nonane). Starting materials: NC1=CC=C(C=C1)N1C2=C(NC(CC1=O)=O)C1=CC=CC=C1C=C2 (5-(4-aminophenyl)-1H-naphtho[1,2-b][1,4]diazepine-2,4(3H,5H)-dione), C(C1=CC=CC=C1)(=O)NC1=CC=C(C=C1)N1C2=C(NC(CC1=O)=O)C1=CC=CC=C1C=C2 (5-(4-Benzoylaminophenyl)-1H-naphtho[1,2-b][1,4]diazepine-2,4(3H,5H)-dione), ClC1=C(C=CC(=C1)OC)CC(=O)Cl (2-chloro-4-methoxyphenylacetyl chloride). The product is ClC1=C(C=CC(=C1)OC)CC(=O)NC1=CC=C(C=C1)N1C2=C(NC(CC1=O)=O)C1=CC=CC=C1C=C2 (5-[4-[2-(2-Chloro-4-methoxyphenyl)acetylamino]phenyl]-1H-naphtho[1,2-b][1,4]diazepine-2,4(3H,5H)-dione). Isolated yield 96.2%. RXN SMILES: [NH2:1][C:2]1[CH:7]=[CH:6][C:5]([N:8]2[C:14](=[O:15])[CH2:13][C:12](=[O:16])[NH:11][C:10]3[C:17]4[C:22]([CH:23]=[CH:24][C:9]2=3)=[CH:21][CH:20]=[CH:19][CH:18]=4)=[CH:4][CH:3]=1.[Cl:25][C:26]1[CH:31]=[C:30]([O:32][CH3:33])[CH:29]=[CH:28][C:27]=1[CH2:34][C:35](Cl)=[O:36].C(NC1C=CC(N2C(=O)CC(=O)NC3C4C(C=CC2=3)=CC=CC=4)=CC=1)(=O)C1C=CC=CC=1>>[Cl:25][C:26]1[CH:31]=[C:30]([O:32][CH3:33])[CH:29]=[CH:28][C:27]=1[CH2:34][C:35]([NH:1][C:2]1[CH:7]=[CH:6][C:5]([N:8]2[C:14](=[O:15])[CH2:13][C:12](=[O:16])[NH:11][C:10]3[C:17]4[C:22]([CH:23]=[CH:24][C:9]2=3)=[CH:21][CH:20]=[CH:19][CH:18]=4)=[CH:4][CH:3]=1)=[O:36]. Procedure: By using 5-(4-aminophenyl)-1H-naphtho[1,2-b][1,4]diazepine-2,4(3H,5H)-dione (50 mg, 0.158 mmol) obtained in Example 1, (3), and 2-chloro-4-methoxyphenylacetyl chloride (0.237 mmol), the title compound (76 mg, yield 48%) was obtained in the same manner as that of Example 1, (4). The reactants are OC(C(=O)O)CCSC (2-hydroxy-4-(methylthio)-butanoic acid), OC(C#N)CCSC (2-hydroxy-4-(methylthio)-butanenitrile), OC(C#N)CCSC (2-Hydroxy-4-(methylthio)-butanenitrile). The product is OC(C(=O)N)CCSC (2-hydroxy-4-(methylthio)-butaneamide). RXN SMILES: [OH:1][CH:2]([CH2:6][CH2:7][S:8][CH3:9])[C:3](O)=[O:4].OC(CCSC)C#[N:13]>>[OH:1][CH:2]([CH2:6][CH2:7][S:8][CH3:9])[C:3]([NH2:13])=[O:4]. Reported procedure: A further aspect of the present invention is directed to a process for the preparation of salts of 2-hydroxy-4-(methylthio)-butanoic acid from 2-hydroxy-4-(methylthio)-butanenitrile. 2-Hydroxy-4-(methylthio)-butanenitrile is enzymatically hydrated to form 2-hydroxy-4-(methylthio)-butaneamide, and the resulting 2-hydroxy-4-(methylthio)-butaneamide is hydrolyzed in a basic solution to form a salt of 2-hydroxy-4-(methylthio)-butanoic acid. Starting materials: CCOC(=O)Cc1ccc(Nc2ncnc(Cl)c2[N+](=O)[O-])cc1, C1CCOC1. Yields the product CCOC(=O)Cc1ccc(Nc2ncnc(Cl)c2N)cc1. Reaction SMILES: [CH2:1]([CH3:2])[O:3][C:4]([CH2:5][c:6]1[cH:7][cH:8][c:9]([NH:12][c:13]2[n:14][cH:15][n:16][c:17]([Cl:22])[c:18]2[N+:19]([O-:20])=[O:21])[cH:10][cH:11]1)=[O:23].[CH2:24]1[O:25][CH2:26][CH2:27][CH2:28]1>>[CH2:1]([CH3:2])[O:3][C:4]([CH2:5][c:6]1[cH:7][cH:8][c:9]([NH:12][c:13]2[n:14][cH:15][n:16][c:17]([Cl:22])[c:18]2[NH2:19])[cH:10][cH:11]1)=[O:23].